Dataset: the Open Reaction Database (ORD), a public repository of structured organic reaction records. Task: describe an organic reaction: reactants, conditions, products, and yield Starting materials: OCCC=1/C(/C2=CC=CC=C2C1C)=C/C1=CC=C(C=C1)SC ((Z)-2-(2-Hydroxyethyl)-3-methyl-1-(4-methylthiobenzylidene)indene), N1=CC=CC=C1 (pyridine), CCOCC (ether). Reagents/catalysts: [O-2].[O-2].[O-2].[Cr+6] (chromium trioxide). Run in ClCCl (dichloromethane), ClCCl (dichloromethane). Conditions: time 1.5 hour. The product is CC1=C(/C(/C2=CC=CC=C12)=C/C1=CC=C(C=C1)SC)CC=O ((Z)-3-Methyl-1-(4-methylthiobenzylidene)-inden-2-ylacetaldehyde). Reaction SMILES: [OH:1][CH2:2][CH2:3][C:4]1/[C:5](=[CH:14]/[C:15]2[CH:20]=[CH:19][C:18]([S:21][CH3:22])=[CH:17][CH:16]=2)/[C:6]2[C:11]([C:12]=1[CH3:13])=[CH:10][CH:9]=[CH:8][CH:7]=2.N1C=CC=CC=1.CCOCC>ClCCl.[O-2].[O-2].[O-2].[Cr+6]>[CH3:13][C:12]1[C:11]2[C:6](=[CH:7][CH:8]=[CH:9][CH:10]=2)/[C:5](=[CH:14]\[C:15]2[CH:20]=[CH:19][C:18]([S:21][CH3:22])=[CH:17][CH:16]=2)/[C:4]=1[CH2:3][CH:2]=[O:1] |f:4.5.6.7|. Procedure details: A solution of the primary alcohol from Step 4 (1 g, 3.25 mmol) in dichloromethane (10 mL) was added dropwise to a mixture of chromium trioxide (3.3 g, 32 mmol, 10 eq.) in dichloromethane (50 mL) at 0° C. containing pyridine (5.1 mL, 63 mmol, 20 eq.). After 1.5 hour, ether was added to precipitate the chromium salts and the heterogenous mixture was filtered through silica gel and washed with ether. After evaporation to dryness, the residue was purified by chromatography on silica gel eluting with... Reactants: [BH4-].[Na+] (sodium borohydride), C(C)/C(=C\CCC(CC)(O[Si](CC)(CC)CC)CC)/C1=CC(=CS1)C=O (5-((E)-1,5-diethyl-5-triethylsilanyloxyhept-1-enyl)thiophene-3-carbaldehyde), O (water). Run in CO (methanol), C1CCOC1 (THF). Reaction conditions: time 1 hour. Product: C(C)/C(=C\CCC(CC)(O[Si](CC)(CC)CC)CC)/C1=CC(=CS1)CO ([5-((E)-1,5-Diethyl-5-triethylsilanyloxyhept-1-enyl)-3-thienyl]methanol). As a reaction SMILES: [CH2:1](/[C:3](/[C:20]1[S:24][CH:23]=[C:22]([CH:25]=[O:26])[CH:21]=1)=[CH:4]\[CH2:5][CH2:6][C:7]([CH2:18][CH3:19])([O:10][Si:11]([CH2:16][CH3:17])([CH2:14][CH3:15])[CH2:12][CH3:13])[CH2:8][CH3:9])[CH3:2].[BH4-].[Na+].O>C1COCC1.CO>[CH2:1](/[C:3](/[C:20]1[S:24][CH:23]=[C:22]([CH2:25][OH:26])[CH:21]=1)=[CH:4]\[CH2:5][CH2:6][C:7]([CH2:8][CH3:9])([O:10][Si:11]([CH2:16][CH3:17])([CH2:12][CH3:13])[CH2:14][CH3:15])[CH2:18][CH3:19])[CH3:2] |f:1.2|. Reported procedure: 4 g (9.9 mmol) of 5-((E)-1,5-diethyl-5-triethylsilanyloxyhept-1-enyl)thiophene-3-carbaldehyde are dissolved in 50 mL of THF and 50 mL of methanol. 1 g (26 mmol) of sodium borohydride is then added portionwise. The reaction medium is stirred for 1 hour and then poured into 100 mL of water. After purification by chromatography on silica gel, the desired product is obtained in the form of a colourless oil (m=4 g; Y=100%). Reported procedure: 4-Benzyloxymethyl-cyclohexanecarboxylic acid methyl ester (340 mg, 1.30 mmol) is dissolved in MeOH (15 mL). In presence of catalytic amount of 10% Pd/C, the reaction mixture is stirred for 3 hours under hydrogen (10 bar). After removing 10% Pd/C, solvent is evaporated to obtain trans-4-hydroxymethyl-cyclohexanecarboxylic acid methyl ester as colorless oil (160 mg, 72%) after purification. 1H-NMR (400 MHz, CDCl3), δ (ppm): 0.99 (m, 2H), 1.47 (m, 3H), 1.88 (m, 2H), 2.02 (m, 2H), 2.23 (m, 1H), 3.46... The yield is 71.5%. Starting materials: COC(=O)C1CCC(CC1)COCC1=CC=CC=C1 (4-Benzyloxymethyl-cyclohexanecarboxylic acid methyl ester). The product is COC(=O)[C@@H]1CC[C@H](CC1)CO (trans-4-hydroxymethyl-cyclohexanecarboxylic acid methyl ester). The solvent is CO (MeOH). The reagents and catalysts are [Pd] (Pd/C). As a reaction SMILES: [CH3:1][O:2][C:3]([CH:5]1[CH2:10][CH2:9][CH:8]([CH2:11][O:12]CC2C=CC=CC=2)[CH2:7][CH2:6]1)=[O:4]>CO.[Pd]>[CH3:1][O:2][C:3]([C@H:5]1[CH2:10][CH2:9][C@H:8]([CH2:11][OH:12])[CH2:7][CH2:6]1)=[O:4]. Starting materials: BrCCOc1ccccc1, CC(C)(C)C(=O)Cn1cncn1, [H-], [Na+]. The product is CC(C)(C)C(=O)C(CCOc1ccccc1)n1cncn1. As a reaction SMILES: [Br:15][CH2:16][CH2:17][O:18][c:19]1[cH:20][cH:21][cH:22][cH:23][cH:24]1.[CH3:3][C:4]([CH3:5])([C:6]([CH2:7][n:8]1[n:9][cH:10][n:11][cH:12]1)=[O:13])[CH3:14].[H-:1].[Na+:2]>>[CH3:3][C:4]([CH3:5])([C:6]([CH:7]([n:8]1[n:9][cH:10][n:11][cH:12]1)[CH2:16][CH2:17][O:18][c:19]1[cH:20][cH:21][cH:22][cH:23][cH:24]1)=[O:13])[CH3:14]. Reactants: C(CCCCCCCCCC)C1=CC(=C(C(=O)OCC2=CC=CC=C2)C=C1)C(=O)O (benzyl 4-undecylcarboxybenzoate), OC1=CC=C(C(=O)OCC2=CC=CC=C2)C=C1 (benzyl 4-hydroxybenzoate), C(CCCCCCCCCCC)(=O)Cl (lauric acid chloride), ester. Reagents/catalysts: [Pd] (Pd/C). Product: C(CCCCCCCCCC)C1=CC(=C(C(=O)O)C=C1)C(=O)O (4-undecylcarboxybenzoic acid). Isolated yield 102.5%. Reaction SMILES: [CH2:1]([C:12]1[CH:27]=[CH:26][C:15]([C:16]([O:18]CC2C=CC=CC=2)=[O:17])=[C:14]([C:28]([OH:30])=[O:29])[CH:13]=1)[CH2:2][CH2:3][CH2:4][CH2:5][CH2:6][CH2:7][CH2:8][CH2:9][CH2:10][CH3:11].OC1C=CC(C(OCC2C=CC=CC=2)=O)=CC=1.C(Cl)(=O)CCCCCCCCCCC>[Pd]>[CH2:1]([C:12]1[CH:27]=[CH:26][C:15]([C:16]([OH:18])=[O:17])=[C:14]([C:28]([OH:30])=[O:29])[CH:13]=1)[CH2:2][CH2:3][CH2:4][CH2:5][CH2:6][CH2:7][CH2:8][CH2:9][CH2:10][CH3:11]. Reported procedure: By customary procedures, 3.5 g of benzyl 4-undecylcarboxybenzoate was prepared from 2.3 g of benzyl 4-hydroxybenzoate and 2.5 g of lauric acid chloride, and this ester was catalytically reduced under a hydrogen pressure of 2 kg/cm2 by using Pd/C as the catalyst to obtain 2.8 g of 4-undecylcarboxybenzoic acid. The acid was converted to 4-undecylcarboxybenzoic acid chloride by thionyl chloride and the acid chloride was reacted with 1.8 g of benzyl 4-hydroxybenzoate to form benzyl 4-(4-undecylcarbo...